From a dataset of the Open Reaction Database (ORD), a public repository of structured organic reaction records. describe an organic reaction: reactants, conditions, products, and yield Starting materials: C1CCOC1, COC(=O)c1ccc2c(C3CCCCC3)c3n(c2c1)CCN(C(=O)OC(C)(C)C)c1ccccc1-3, CO, [Na+], [OH-]. Product: CC(C)(C)OC(=O)N1CCn2c(c(C3CCCCC3)c3ccc(C(=O)O)cc32)-c2ccccc21. As a reaction SMILES: [CH2:38]1[O:39][CH2:40][CH2:41][CH2:42]1.[CH3:1][C:2]([CH3:3])([O:4][C:5](=[O:6])[N:7]1[CH2:8][CH2:9][n:10]2[c:11]([c:18]([CH:29]3[CH2:30][CH2:31][CH2:32][CH2:33][CH2:34]3)[c:19]3[cH:20][cH:21][c:22]([C:25](=[O:26])[O:27][CH3:28])[cH:23][c:24]23)-[c:12]2[c:13]1[cH:14][cH:15][cH:16][cH:17]2)[CH3:35].[CH3:36][OH:37].[Na+:44].[OH-:43]>>[CH3:1][C:2]([CH3:3])([O:4][C:5](=[O:6])[N:7]1[CH2:8][CH2:9][n:10]2[c:11]([c:18]([CH:29]3[CH2:30][CH2:31][CH2:32][CH2:33][CH2:34]3)[c:19]3[cH:20][cH:21][c:22]([C:25](=[O:26])[OH:27])[cH:23][c:24]23)-[c:12]2[c:13]1[cH:14][cH:15][cH:16][cH:17]2)[CH3:35]. Product: [N+](=O)([O-])[O-].[NH4+] (ammonium nitrate), S(=O)(=O)([O-])[O-].[Na+].[Na+] (sodium sulfate). Reactants: [NH4+] (ammonium), [N+](=O)([O-])[O-].[Na+] (sodium nitrate), S(O)(O)(=O)=O (sulfuric acid). Procedure details: In other known process, the sodium nitrate is reacted with sulfuric acid in order to be transformed on nitric acid which is then reacted with ammonium in order to produce ammonium nitrate and sodium sulfate which is separated by crystallization. This process is only suitable when there are plenty of cheap disposals of sodium nitrate and sulfuric acid available and when the cost of the sodium sulfate is very high. RXN SMILES: [N+:1]([O-:4])([O-:3])=[O:2].[Na+:5].[S:6](=[O:10])(=[O:9])([OH:8])[OH:7].[NH4+:11]>>[N+:1]([O-:4])([O-:3])=[O:2].[NH4+:11].[S:6]([O-:10])([O-:9])(=[O:8])=[O:7].[Na+:5].[Na+:5] |f:0.1,4.5,6.7.8|. The reactants are [N+](=O)([O-])C=1C=C2C=CC(=NC2=CC1)O (6-nitroquinolin-2-ol). Reagents/catalysts: O=[Pt]=O (PtO2), O=[Pt]=O (PtO2). Solvent: CCO (EtOH). Reaction conditions: time 20 hour. Yields the product NC=1C=C2C=CC(NC2=CC1)=O (6-aminoquinolin-2(1H)-one). Isolated yield 92.0%. RXN SMILES: [N+:1]([C:4]1[CH:5]=[C:6]2[C:11](=[CH:12][CH:13]=1)[N:10]=[C:9]([OH:14])[CH:8]=[CH:7]2)([O-])=O>CCO.O=[Pt]=O>[NH2:1][C:4]1[CH:5]=[C:6]2[C:11](=[CH:12][CH:13]=1)[NH:10][C:9](=[O:14])[CH:8]=[CH:7]2. Reported procedure: A mixture of 6-nitroquinolin-2-ol and PtO2 (20 mg) in EtOH (30 mL) was stirred under H2 (1 atm) for 20 h. More PtO2 (10 mg) was added and was stirred under H2 (1 atm) for 2 days. The solution was filtered and washed with MeOH and CHCl3. The solvent was evaporated and the residue was dried under vacuum to obtain 6-aminoquinolin-2(1H)-one as a yellow solid (0.28 g, 92% yield). LC-MS (EI) m/z: 161.0 (M+H+). Starting materials: CCO, O=[N+]([O-])c1ccsc1Cl, c1c[nH]cn1. Product: O=[N+]([O-])c1ccsc1-n1ccnc1. RXN SMILES: [CH3:15][CH2:16][OH:17].[Cl:6][c:7]1[s:8][cH:9][cH:10][c:11]1[N+:12](=[O:13])[O-:14].[nH:1]1[cH:2][n:3][cH:4][cH:5]1>>[n:1]1(-[c:7]2[s:8][cH:9][cH:10][c:11]2[N+:12](=[O:13])[O-:14])[cH:2][n:3][cH:4][cH:5]1. Reported procedure: A round bottom flask was charged with (R)-methyl 1-(2-(((9H-fluoren-9-yl)methoxy)carbonyl)acetyl)-4,4-difluoropyrrolidine-2-carboxylate (1.10 g, 2475 μmol) and 25 mL MeOH. Piperidine (1225 μl, 12375 μmol) was added, and the mixture was stirred at RT overnight. The mixture was concentrated and purified by silica gel chromatography, DCM in 90/10 DCM/MeOH to provide (S)-7,7-difluoro-hexahydropyrrolo[1,2-a]pyrazine-1,4-dione as a white solid. GC/MS: [M+H]=191. Product: FC1(C[C@@H]2N(C(CNC2=O)=O)C1)F ((S)-7,7-difluoro-hexahydropyrrolo[1,2-a]pyrazine-1,4-dione). Reaction SMILES: C1C2C(COC([CH2:18][C:19]([N:21]3[CH2:25][C:24]([F:27])([F:26])[CH2:23][C@@H:22]3[C:28]([O:30]C)=O)=[O:20])=O)C3C(=CC=CC=3)C=2C=CC=1.[NH:32]1CCCCC1>CO>[F:26][C:24]1([F:27])[CH2:25][N:21]2[C:19](=[O:20])[CH2:18][NH:32][C:28](=[O:30])[C@@H:22]2[CH2:23]1. Reactants: C1=CC=CC=2C3=CC=CC=C3C(C12)COC(=O)CC(=O)N1[C@H](CC(C1)(F)F)C(=O)OC ((R)-methyl 1-(2-(((9H-fluoren-9-yl)methoxy)carbonyl)acetyl)-4,4-difluoropyrrolidine-2-carboxylate), N1CCCCC1 (Piperidine). Conditions: time 8 hour. Solvent: CO (MeOH). Starting materials: O=C([O-])[O-], COc1cc2c(Cl)ncnc2cc1OCCCN1CCOCC1, [K+], [K+], [Na+], CN(C)C=O, [OH-], Oc1ccc2ncccc2c1. The product is COc1cc2c(Oc3ccc4ncccc4c3)ncnc2cc1OCCCN1CCOCC1. Reaction SMILES: [C:24](=[O:25])([O-:26])[O-:27].[Cl:1][c:2]1[n:3][cH:4][n:5][c:6]2[cH:7][c:8]([O:14][CH2:15][CH2:16][CH2:17][N:18]3[CH2:19][CH2:20][O:21][CH2:22][CH2:23]3)[c:9]([O:12][CH3:13])[cH:10][c:11]12.[K+:28].[K+:29].[Na+:42].[O:43]=[CH:44][N:45]([CH3:46])[CH3:47].[OH-:41].[OH:30][c:31]1[cH:32][c:33]2[cH:34][cH:35][cH:36][n:37][c:38]2[cH:39][cH:40]1>>[c:2]1([O:30][c:31]2[cH:32][c:33]3[cH:34][cH:35][cH:36][n:37][c:38]3[cH:39][cH:40]2)[n:3][cH:4][n:5][c:6]2[cH:7][c:8]([O:14][CH2:15][CH2:16][CH2:17][N:18]3[CH2:19][CH2:20][O:21][CH2:22][CH2:23]3)[c:9]([O:12][CH3:13])[cH:10][c:11]12. Starting materials: [OH-].[Na+] (sodium hydroxide), ClC1=C(C(=CC=C1)Cl)C1=CC2=C(N=C(N=C2)NC2=CC=C(C=C2)CCCC(=O)OCC)N(C1=O)C (4-{4-[6-(2,6-Dichlorophenyl)-8-methyl-7-oxo-7,8-dihydro-pyrido[2,3-d]pyrimidin-2-ylamino]-phenyl}-butyric acid, ethyl ester). Run in C(C)(=O)O (acetic acid). Product: ClC1=C(C(=CC=C1)Cl)C1=CC2=C(N=C(N=C2)NC2=CC=C(C=C2)CCCC(=O)O)N(C1=O)C (4-{4-[6-(2,6-Dichlorophenyl)-8-methyl-7-oxo-7,8-dihydro-pyrido[2,3-d]pyrimidin-2-ylamino]-phenyl}-butyric acid). Isolated yield 34.5%. Reaction SMILES: [OH-].[Na+].[Cl:3][C:4]1[CH:9]=[CH:8][CH:7]=[C:6]([Cl:10])[C:5]=1[C:11]1[C:35](=[O:36])[N:34]([CH3:37])[C:14]2[N:15]=[C:16]([NH:19][C:20]3[CH:25]=[CH:24][C:23]([CH2:26][CH2:27][CH2:28][C:29]([O:31]CC)=[O:30])=[CH:22][CH:21]=3)[N:17]=[CH:18][C:13]=2[CH:12]=1>C(O)(=O)C>[Cl:10][C:6]1[CH:7]=[CH:8][CH:9]=[C:4]([Cl:3])[C:5]=1[C:11]1[C:35](=[O:36])[N:34]([CH3:37])[C:14]2[N:15]=[C:16]([NH:19][C:20]3[CH:25]=[CH:24][C:23]([CH2:26][CH2:27][CH2:28][C:29]([OH:31])=[O:30])=[CH:22][CH:21]=3)[N:17]=[CH:18][C:13]=2[CH:12]=1 |f:0.1|. Reported procedure: A volume of 5 mL of 2N sodium hydroxide was added to a hot stirred solution of 0.170 g (0.33 mmol) of 4-[4-{6-(2,6-dichlorophenyl)-8-methyl-7-oxo-7,8-dihydro-pyrido[2,3-d]pyrimidin-2-ylamino]-phenyl}-butyric acid, ethyl ester of Example 91. The solution was maintained at reflux for 1 hour. Glacial acetic acid (1 mL) was added, and the reaction solution was evaporated to ca. 25 mL volume. Water (50 mL) was added to precipitate a solid. The mixture was filtered, and the cake was washed well with w... Reactants: [Si](C)(C)(C(C)(C)C)OC=1C=C(C(=O)OC)C=CC1OC (methyl 3-tert-butyldimethylsilyloxy-4-methoxybenzoate), [C@]12(C(=O)CC(CC1)C2(C)C)C ((1R)-(+)-camphor), [H-].[H-].[H-].[H-].[Li+].[Al+3] (LAH). The reagents and catalysts are [Cl-].[Cl-].[Cl-].[Ti+3] (titanium trichloride). The solvent is O1CCCC1 (tetrahydrofuran), O1CCCC1 (THF). Product: [Si](C)(C)(C(C)(C)C)OC=1C=C(C=CC1OC)COC=C1C2(CCC(C1)C2(C)C)C ([(3-tert-Butyldimethylsilyloxy-4-methoxyphenyl) methoxymethylene](1',7',7'-trimethyl bicyclo[2.2.1]heptane)). Reaction SMILES: [Si:1]([O:8][C:9]1[CH:10]=[C:11]([CH:16]=[CH:17][C:18]=1[O:19][CH3:20])[C:12]([O:14][CH3:15])=O)([C:4]([CH3:7])([CH3:6])[CH3:5])([CH3:3])[CH3:2].[C@:21]12([CH3:31])[C:28]([CH3:30])([CH3:29])[CH:25]([CH2:26][CH2:27]1)[CH2:24][C:22]2=O.[H-].[H-].[H-].[H-].[Li+].[Al+3]>O1CCCC1.[Cl-].[Cl-].[Cl-].[Ti+3]>[Si:1]([O:8][C:9]1[CH:10]=[C:11]([CH2:12][O:14][CH:15]=[C:22]2[CH2:24][CH:25]3[C:28]([CH3:30])([CH3:29])[C:21]2([CH3:31])[CH2:27][CH2:26]3)[CH:16]=[CH:17][C:18]=1[O:19][CH3:20])([C:4]([CH3:7])([CH3:6])[CH3:5])([CH3:3])[CH3:2] |f:2.3.4.5.6.7,9.10.11.12|. Reported procedure: Methyl 3-tert-butyldimethylsilyloxy-4-methoxybenzoate (170 mg, 0.57 mmol, prepared in Example 1, Step 2 above) and (1R)-(+)-camphor (Aldrich, 120 mg, 0.79 mmol) were mixed and dissolved in anhydrous tetrahydrofuran (THF, 1.98 ml) and coupled as described in the procedure of Example 1, Step 3, above, by using titanium trichloride (1.9 g, 12.32 mmol), LAH (0.22 g, 5.80 mmol) and THF (13.8 ml). The product was purified on a preparative TLC plate (silica gel). Development with hexane/ethyl acetate (...